From a dataset of the Open Reaction Database (ORD), a public repository of structured organic reaction records. describe an organic reaction: reactants, conditions, products, and yield Starting materials: COC1=CC=C(CN(C2=NC(=NC(=N2)C)C=2C(=NC=C(C=O)C2)NC=2C=NC(=CC2)OC)CC2=CC=C(C=C2)OC)C=C1 (5-(4-(bis(4-methoxybenzyl)amino)-6-methyl-1,3,5-triazin-2-yl)-6-(6-methoxypyridin-3-ylamino)nicotinaldehyde), ClCCl (dichloromethane), CO (methanol), [BH4-].[Na+] (sodium borohydride), [NH4+].[Cl-] (NH4Cl). The solvent is O (water), O (water). Conditions: temperature 0 celsius. The product is COC1=CC=C(CN(C2=NC(=NC(=N2)C)C=2C=C(C=NC2NC=2C=NC(=CC2)OC)CO)CC2=CC=C(C=C2)OC)C=C1 ((5-(4-(bis(4-methoxybenzyl)amino)-6-methyl-1,3,5-triazin-2-yl)-6-(6-methoxypyridin-3-ylamino)pyridin-3-yl)methanol). Yield: 84.7%. Reaction SMILES: [CH3:1][O:2][C:3]1[CH:43]=[CH:42][C:6]([CH2:7][N:8]([CH2:33][C:34]2[CH:39]=[CH:38][C:37]([O:40][CH3:41])=[CH:36][CH:35]=2)[C:9]2[N:14]=[C:13]([CH3:15])[N:12]=[C:11]([C:16]3[C:17]([NH:24][C:25]4[CH:26]=[N:27][C:28]([O:31][CH3:32])=[CH:29][CH:30]=4)=[N:18][CH:19]=[C:20]([CH:23]=3)[CH:21]=[O:22])[N:10]=2)=[CH:5][CH:4]=1.ClCCl.CO.[BH4-].[Na+].[NH4+].[Cl-]>O>[CH3:41][O:40][C:37]1[CH:36]=[CH:35][C:34]([CH2:33][N:8]([CH2:7][C:6]2[CH:5]=[CH:4][C:3]([O:2][CH3:1])=[CH:43][CH:42]=2)[C:9]2[N:14]=[C:13]([CH3:15])[N:12]=[C:11]([C:16]3[CH:23]=[C:20]([CH2:21][OH:22])[CH:19]=[N:18][C:17]=3[NH:24][C:25]3[CH:26]=[N:27][C:28]([O:31][CH3:32])=[CH:29][CH:30]=3)[N:10]=2)=[CH:39][CH:38]=1 |f:3.4,5.6|. Procedure: A suspension of 5-(4-(bis(4-methoxybenzyl)amino)-6-methyl-1,3,5-triazin-2-yl)-6-(6-methoxypyridin-3-ylamino)nicotinaldehyde (1.0 g, 1.731 mmol) in dichloromethane (20 mL, 306 mmol) and methanol (20 mL, 494 mmol) was stirred at 0° C. and treated in portions with sodium borohydride powder (Aldrich) (0.211 g, 5.57 mmol). The resulting suspension was warmed up to room temperature and stirred for 1 h. The reaction mixture was treated with saturated NH4Cl (10 mL), diluted with water (40 mL) and stirre...